From a dataset of the Open Reaction Database (ORD), a public repository of structured organic reaction records. describe an organic reaction: reactants, conditions, products, and yield Starting materials: CCCC(C(=O)OC)c1c(C)nc2ccnn2c1-c1ccc(C)cc1, CO, [Na+], [OH-]. Yields the product CCCC(C(=O)O)c1c(C)nc2ccnn2c1-c1ccc(C)cc1. RXN SMILES: [CH3:1][c:2]1[n:3][c:4]2[n:5]([c:6](-[c:16]3[cH:17][cH:18][c:19]([CH3:22])[cH:20][cH:21]3)[c:7]1[CH:8]([C:9](=[O:10])[O:11][CH3:12])[CH2:13][CH2:14][CH3:15])[n:23][cH:24][cH:25]2.[CH3:28][OH:29].[Na+:27].[OH-:26]>>[CH3:1][c:2]1[n:3][c:4]2[n:5]([c:6](-[c:16]3[cH:17][cH:18][c:19]([CH3:22])[cH:20][cH:21]3)[c:7]1[CH:8]([C:9](=[O:10])[OH:11])[CH2:13][CH2:14][CH3:15])[n:23][cH:24][cH:25]2.